This data is from the Open Reaction Database (ORD), a public repository of structured organic reaction records. The task is: describe an organic reaction: reactants, conditions, products, and yield Product: C(#N)C1CC2CCCCN(C1)C2 ((±) 8-cyano-1-azabicyclo-[4,3,1]-decane). As a reaction SMILES: [H-].[Na+].CC(C)([O-])C.[K+].Cl[CH2:10][CH:11]1[CH2:17][CH2:16][CH2:15][CH2:14][N:13]([CH2:18][CH2:19][C:20]#[N:21])[CH2:12]1.O>CN(C=O)C>[C:20]([CH:19]1[CH2:18][N:13]2[CH2:12][CH:11]([CH2:17][CH2:16][CH2:15][CH2:14]2)[CH2:10]1)#[N:21] |f:0.1,2.3|. Solvent: CN(C)C=O (DMF). Reported procedure: To a stirred suspension of sodium hydride (1.5 g, 80%) and potassium t-butoxide (0.5 g) in DMF (100 ml) was added 3-chloromethyl-1-(2'-cyanoethyl)homopiperidine (D6) (5 g) and the reaction mixture was carefully warmed to 70° C. for 1 hour. On cooling, water (5 ml) was carefully added and the DMF was removed by rotary evaporation. Extraction of the residue with ethyl acetate, concentration and distillation afforded the (±) 8-cyano-1-azabicyclo-[4,3,1]-decane (D7) (4.0 g, 90%) bp 68°-73°/0.1 mm. Starting materials: O (water), [H-].[Na+] (sodium hydride), CC(C)([O-])C.[K+] (potassium t-butoxide), ClCC1CN(CCCC1)CCC#N ((±) 3-chloromethyl-1-(2'-cyanoethyl)homopiperidine). The yield is 97.8%. Run at temperature 70 celsius. Starting materials: CN1CCC2(CC1)CN(Cc1cc3nc(Cl)nc(N4CCOCC4)c3s1)C2, NC(=O)C1CNCCC1N1CCC1. Yields the product NC(=O)C1CN(Cc2cc3nc(Cl)nc(N4CCOCC4)c3s2)CCC1N1CCC1. As a reaction SMILES: [Cl:1][c:2]1[n:3][c:4]([N:22]2[CH2:23][CH2:24][O:25][CH2:26][CH2:27]2)[c:5]2[c:6]([n:7]1)[cH:8][c:9]([CH2:11][N:12]1[CH2:13][C:14]3([CH2:15][CH2:16][N:17]([CH3:18])[CH2:19][CH2:20]3)[CH2:21]1)[s:10]2.[N:28]1([CH:32]2[CH:33]([C:38](=[O:39])[NH2:40])[CH2:34][NH:35][CH2:36][CH2:37]2)[CH2:29][CH2:30][CH2:31]1>>[Cl:1][c:2]1[n:3][c:4]([N:22]2[CH2:23][CH2:24][O:25][CH2:26][CH2:27]2)[c:5]2[c:6]([n:7]1)[cH:8][c:9]([CH2:11][N:35]1[CH2:34][CH:33]([C:38](=[O:39])[NH2:40])[CH:32]([N:28]3[CH2:29][CH2:30][CH2:31]3)[CH2:37][CH2:36]1)[s:10]2. Yield: 95.9%. As a reaction SMILES: [Cl:1][C:2]1[CH:7]=[CH:6][C:5]([NH:8][C:9](=[O:15])[O:10][C:11]([CH3:14])([CH3:13])[CH3:12])=[CH:4][C:3]=1[CH3:16].C([Li])(C)(C)C.[C:22](OCC)(=[O:28])[C:23]([O:25][CH2:26][CH3:27])=[O:24].[NH4+].[Cl-]>CCOCC.CCCCC.C1COCC1>[C:11]([O:10][C:9]([NH:8][C:5]1[CH:4]=[C:3]([CH3:16])[C:2]([Cl:1])=[CH:7][C:6]=1[C:22](=[O:28])[C:23]([O:25][CH2:26][CH3:27])=[O:24])=[O:15])([CH3:12])([CH3:13])[CH3:14] |f:3.4|. Reactants: solution, C(C)(C)(C)[Li] (tert-butyllithium), C(C(=O)OCC)(=O)OCC (diethyl oxalate), [NH4+].[Cl-] (NH4Cl), ClC1=C(C=C(C=C1)NC(OC(C)(C)C)=O)C (tert-butyl 4-chloro-3-methylphenylcarbamate). The product is C(C)(C)(C)OC(=O)NC1=C(C=C(C(=C1)C)Cl)C(C(=O)OCC)=O (Ethyl 2-[2-[(tert-butoxycarbonyl)amino]-5-chloro-4-methylphenyl]-2-oxoacetate). Reaction conditions: temperature -70 celsius, time 2 hour. The solvent is CCCCC (pentane), C1CCOC1 (THF), CCOCC (ether). Procedure: A solution of 5.9 g of tert-butyl 4-chloro-3-methylphenylcarbamate in 60 ml of ether is cooled to −50° C., under a nitrogen atmosphere, 42 ml of a solution of tert-butyllithium in pentane are added dropwise, and the mixture is stirred for 2 hours while allowing the temperature to rise to −20° C. The reaction mixture is cooled to −70° C., a solution of 4.5 g of diethyl oxalate in 30 ml of THF is added dropwise and the resulting mixture is stirred for 1 hour while allowing the temperature to retur... Reactants: NC1[C@@H]2N(C(=C(CS2)CSC2=CC(=NC=3N2N=C(N3)CO)C)C(=O)O)C1=O (7-amino-3-[(2-hydroxymethyl-5-methyl-s-triazolo[1,5-a]pyrimidin-7-yl)thiomethyl]-3-cephem-4-carboxylic acid), S1C(=CC=C1)CC(=O)Cl (2-thienyl acetyl chloride), [OH-].[Na+] (sodium hydroxide), [OH-].[Na+] (sodium hydroxide). Run in CCOCC (ether), O (water). Yields the product S1C(=CC=C1)CC(=O)NC1[C@@H]2N(C(=C(CS2)CSC2=CC(=NC=3N2N=C(N3)CO)C)C(=O)O)C1=O (7-[2-(2-thienyl)acetamido]-3-[(2-hydroxymethyl-5-methyl-s-triazolo[1,5-a]pyrimidin-7-yl)thiomethyl]-3-cephem-4-carboxylic acid). Isolated yield 80.2%. Reaction SMILES: [NH2:1][CH:2]1[C:26](=[O:27])[N:4]2[C:5]([C:23]([OH:25])=[O:24])=[C:6]([CH2:9][S:10][C:11]3[N:16]4[N:17]=[C:18]([CH2:20][OH:21])[N:19]=[C:15]4[N:14]=[C:13]([CH3:22])[CH:12]=3)[CH2:7][S:8][C@H:3]12.[OH-].[Na+].[S:30]1[CH:34]=[CH:33][CH:32]=[C:31]1[CH2:35][C:36](Cl)=[O:37]>O.CCOCC>[S:30]1[CH:34]=[CH:33][CH:32]=[C:31]1[CH2:35][C:36]([NH:1][CH:2]1[C:26](=[O:27])[N:4]2[C:5]([C:23]([OH:25])=[O:24])=[C:6]([CH2:9][S:10][C:11]3[N:16]4[N:17]=[C:18]([CH2:20][OH:21])[N:19]=[C:15]4[N:14]=[C:13]([CH3:22])[CH:12]=3)[CH2:7][S:8][C@H:3]12)=[O:37] |f:1.2|. Procedure: In 100 ml of water was suspended 4.6 g of 7-amino-3-[(2-hydroxymethyl-5-methyl-s-triazolo[1,5-a]pyrimidin-7-yl)thiomethyl]-3-cephem-4-carboxylic acid obtained in Example 2, and a 2N aqueous sodium hydroxide solution was added to the suspension and the mixture was dissolved at a pH 7. To this solution was while stirring under ice-cooling added dropwise a solution of 1.93 g of 2-thienyl acetyl chloride in 20 ml of ether over one hour. During this time, a pH of the mixture was maintained to 7 to 7.... The reactants are C1CCOC1, COC(=O)C(CC=Cc1ccc(N(c2ncccn2)C(C)C)cc1)NC(=O)c1c(Cl)cccc1Cl, [Na+], [OH-], O. The product is CC(C)N(c1ccc(C=CCC(NC(=O)c2c(Cl)cccc2Cl)C(=O)O)cc1)c1ncccn1. RXN SMILES: [CH2:37]1[O:38][CH2:39][CH2:40][CH2:41]1.[CH3:1][O:2][C:3]([CH:4]([CH2:5][CH:6]=[CH:7][c:8]1[cH:9][cH:10][c:11]([N:14]([c:15]2[n:16][cH:17][cH:18][cH:19][n:20]2)[CH:21]([CH3:22])[CH3:23])[cH:12][cH:13]1)[NH:24][C:25]([c:26]1[c:27]([Cl:33])[cH:28][cH:29][cH:30][c:31]1[Cl:32])=[O:34])=[O:35].[Na+:43].[OH-:42].[OH2:36]>>[O:2]=[C:3]([CH:4]([CH2:5][CH:6]=[CH:7][c:8]1[cH:9][cH:10][c:11]([N:14]([c:15]2[n:16][cH:17][cH:18][cH:19][n:20]2)[CH:21]([CH3:22])[CH3:23])[cH:12][cH:13]1)[NH:24][C:25]([c:26]1[c:27]([Cl:33])[cH:28][cH:29][cH:30][c:31]1[Cl:32])=[O:34])[OH:35]. The reactants are [N+](=O)([O-])C1=CC=C(N1)C(C(Cl)(Cl)Cl)=O (5-nitro-2-trichloroacetylpyrrole), CO (methanol), C[O-].[Na+] (sodium methoxide). Run at time 2 hour. Product: [N+](=O)([O-])C1=CC=C(N1)C(=O)OC (methyl 5-nitro-2-pyrrolecarboxylate). RXN SMILES: [N+:1]([C:4]1[NH:8][C:7](C(=O)C(Cl)(Cl)Cl)=[CH:6][CH:5]=1)([O-:3])=[O:2].[CH3:15][O-:16].[Na+].[CH3:18][OH:19]>>[N+:1]([C:4]1[NH:8][C:7]([C:15]([O:19][CH3:18])=[O:16])=[CH:6][CH:5]=1)([O-:3])=[O:2] |f:1.2|. Procedure: 5.5 g (21.3 mmol) of 5-nitro-2-trichloroacetylpyrrole and 100 ml of methanol were introduced into a round-bottomed flask and 3.6 g of sodium methoxide were added in small quantities. The mixture was stirred at room temperature for 2 hours, the reaction medium was evaporated, the residue was triturated in water, the solid filtered and dried. 3 g (83%) of the expected methyl ester of melting point 178°-179° C. were recovered.